Dataset: the Open Reaction Database (ORD), a public repository of structured organic reaction records. Task: describe an organic reaction: reactants, conditions, products, and yield Reactants: OCCN(Cc1ccccc1)CC(O)CCl, [Na+], [OH-], O=S(=O)(O)O. Yields the product ClCC1CN(Cc2ccccc2)CCO1. As a reaction SMILES: [CH2:1]([c:2]1[cH:3][cH:4][cH:5][cH:6][cH:7]1)[N:8]([CH2:9][CH2:10][OH:11])[CH2:12][CH:13]([CH2:14][Cl:15])[OH:16].[Na+:23].[OH-:22].[S:17](=[O:18])(=[O:19])([OH:20])[OH:21]>>[CH2:1]([c:2]1[cH:3][cH:4][cH:5][cH:6][cH:7]1)[N:8]1[CH2:9][CH2:10][O:16][CH:13]([CH2:14][Cl:15])[CH2:12]1. The reactants are CC1(OC(=C(C(O1)=O)C1=CC=CC=C1)C)C (2,2,6-trimethyl-5-phenyl-4H-1,3-dioxin-4-one), C=NC(C(=O)OCC1=CC=CC=C1)(C)C (benzyl 2-(N-methylenamino)-2-methylpropionate). Run in C=1(C(=CC=CC1)C)C (xylene). Yields the product CC(C(=O)OCC1=CC=CC=C1)(C)N1COC(=C(C1=O)C1=CC=CC=C1)C (Benzyl 2-methyl-2-(6-methyl-5-phenyl-2,3-dihydro-4-oxo-4H-1,3-oxazin-3-yl)-propionate). Isolated yield 90.2%. As a reaction SMILES: C[C:2]1(C)O[C:6](=[O:8])[C:5]([C:9]2[CH:14]=[CH:13][CH:12]=[CH:11][CH:10]=2)=[C:4]([CH3:15])[O:3]1.C=[N:18][C:19]([CH3:31])([CH3:30])[C:20]([O:22][CH2:23][C:24]1[CH:29]=[CH:28][CH:27]=[CH:26][CH:25]=1)=[O:21]>C1(C)C(C)=CC=CC=1>[CH3:31][C:19]([N:18]1[C:6](=[O:8])[C:5]([C:9]2[CH:14]=[CH:13][CH:12]=[CH:11][CH:10]=2)=[C:4]([CH3:15])[O:3][CH2:2]1)([CH3:30])[C:20]([O:22][CH2:23][C:24]1[CH:29]=[CH:28][CH:27]=[CH:26][CH:25]=1)=[O:21]. Procedure: To a mixture of 2,2,6-trimethyl-5-phenyl-4H-1,3-dioxin-4-one (13.97 g) and benzyl 2-(N-methylenamino)-2-methylpropionate (13.8 g) was added 130 ml of xylene, and the mixture was refluxed for 2 h. The solvent was evaporated and the residue was purified by chromatography on a silica gel column to get the captioned compound (21.1 g). Reactants: FC(C1=C(C=CC=C1)[Mg]Br)(F)F (2-(trifluoromethyl)phenylmagnesium bromide), CSC1=CC=C(C=O)C=C1 (4-(methylthio)benzaldehyde), FC(C1=C(C(C2=CC=CC=C2)O)C=CC(=C1)Cl)(F)F (2-(trifluoromethyl)-4-chlorobenzhydrol). Product: FC(C1=C(C(C2=CC=C(C=C2)SC)O)C=CC=C1)(F)F (2-(trifluoromethyl)-4′-(methylthio)benzhydrol). RXN SMILES: [F:1][C:2]([F:12])([F:11])[C:3]1[CH:8]=[CH:7][CH:6]=[CH:5][C:4]=1[Mg]Br.[CH3:13][S:14][C:15]1[CH:22]=[CH:21][C:18]([CH:19]=[O:20])=[CH:17][CH:16]=1.FC(F)(F)C1C=C(Cl)C=CC=1C(O)C1C=CC=CC=1>>[F:1][C:2]([F:12])([F:11])[C:3]1[CH:8]=[CH:7][CH:6]=[CH:5][C:4]=1[CH:19]([OH:20])[C:18]1[CH:21]=[CH:22][C:15]([S:14][CH3:13])=[CH:16][CH:17]=1. Reported procedure: This material was prepared from 2-(trifluoromethyl)phenylmagnesium bromide (32 mmol) and 4-(methylthio)benzaldehyde (30 mmol) using the procedure described for compound (96) (9.4 g, 100%). Reactants: CCO, CCOC(=O)C1C(Oc2ccc(Cl)cc2)C1(C)C, [K+], [OH-], O. The product is CC1(C)C(Oc2ccc(Cl)cc2)C1C(=O)O. Reaction SMILES: [CH2:22]([OH:23])[CH3:24].[Cl:1][c:2]1[cH:3][cH:4][c:5]([O:6][CH:7]2[C:8]([CH3:15])([CH3:16])[CH:9]2[C:10](=[O:11])[O:12][CH2:13][CH3:14])[cH:17][cH:18]1.[K+:20].[OH-:19].[OH2:21]>>[Cl:1][c:2]1[cH:3][cH:4][c:5]([O:6][CH:7]2[C:8]([CH3:15])([CH3:16])[CH:9]2[C:10](=[O:11])[OH:12])[cH:17][cH:18]1.